Dataset: the Open Reaction Database (ORD), a public repository of structured organic reaction records. Task: describe an organic reaction: reactants, conditions, products, and yield Reactants: Cc1ccccc1, Nc1nc(C(Cl)(Cl)Cl)ns1, Cc1ccccc1C(=O)Cl, Cc1ccccc1C. Yields the product Cc1ccccc1C(=O)Nc1nc(C(Cl)(Cl)Cl)ns1. As a reaction SMILES: [CH3:21][c:22]1[cH:23][cH:24][cH:25][cH:26][cH:27]1.[NH2:1][c:2]1[n:3][c:4]([C:7]([Cl:8])([Cl:9])[Cl:10])[n:5][s:6]1.[c:11]1([CH3:20])[c:12]([C:17](=[O:18])[Cl:19])[cH:13][cH:14][cH:15][cH:16]1.[c:28]1([CH3:29])[c:30]([CH3:31])[cH:32][cH:33][cH:34][cH:35]1>>[NH:1]([c:2]1[n:3][c:4]([C:7]([Cl:8])([Cl:9])[Cl:10])[n:5][s:6]1)[C:17]([c:12]1[c:11]([CH3:20])[cH:16][cH:15][cH:14][cH:13]1)=[O:18]. The reactants are [BH4-], CO, Cl, [Na+], O=Cc1ccccc1-c1cccnc1. Yields the product OCc1ccccc1-c1cccnc1. Reaction SMILES: [BH4-:15].[CH3:18][OH:19].[ClH:17].[Na+:16].[n:1]1[cH:2][c:3](-[c:7]2[c:8]([CH:9]=[O:10])[cH:11][cH:12][cH:13][cH:14]2)[cH:4][cH:5][cH:6]1>>[n:1]1[cH:2][c:3](-[c:7]2[c:8]([CH2:9][OH:10])[cH:11][cH:12][cH:13][cH:14]2)[cH:4][cH:5][cH:6]1.